Task: describe an organic reaction: reactants, conditions, products, and yield. Dataset: the Open Reaction Database (ORD), a public repository of structured organic reaction records Reactants: ClC=1N=C(C=2N=CN([C@H]3C[C@H](O)[C@@H](CO)O3)C2N1)O (2-chloro-2′-deoxyinosine), NCCC1=CNC=N1 (histamine), steel. Run in COCCO (2-methoxyethanol). Run at temperature 0 celsius. Product: N1C=NC(=C1)CCNC=1NC(C=2N=CN([C@H]3C[C@H](O)[C@@H](CO)O3)C2N1)=O (N2-[imidazol-4-yl(ethyl)]-2′-deoxyguanosine). As a reaction SMILES: Cl[C:2]1[N:3]=[C:4]([OH:19])[C:5]2[N:6]=[CH:7][N:8]([C:17]=2[N:18]=1)[C@@H:9]1[O:16][C@H:13]([CH2:14][OH:15])[C@@H:11]([OH:12])[CH2:10]1.[NH2:20][CH2:21][CH2:22][C:23]1[N:27]=[CH:26][NH:25][CH:24]=1>COCCO>[NH:25]1[CH:24]=[C:23]([CH2:22][CH2:21][NH:20][C:2]2[NH:3][C:4](=[O:19])[C:5]3[N:6]=[CH:7][N:8]([C:17]=3[N:18]=2)[C@@H:9]2[O:16][C@H:13]([CH2:14][OH:15])[C@@H:11]([OH:12])[CH2:10]2)[N:27]=[CH:26]1. Procedure: A mixture of 2-chloro-2′-deoxyinosine (6.0 g, 20.97 mmol) and histamine (4.4 g, 40 mmol) in 2-methoxyethanol (60 ml) was heated in a steel bomb at 110° C. for 12 hrs. The bomb was cooled to 0° C., opened carefully and the precipitated solid was filtered. The solid was washed with methanol and acetone and crystallized from DMF/water to give 6 g (79%) of pure 125. mp 220-222° C. RXN SMILES: [CH2:29]([CH3:30])[C:31]1([CH2:36][CH2:37][CH2:38][CH2:39][CH2:40][C:41](=[O:42])[N:43]([O:44][CH3:45])[CH3:46])[O:32][CH2:33][CH2:34][O:35]1.[CH2:48]1[O:49][CH2:50][CH2:51][CH2:52]1.[CH3:24][CH2:25][CH2:26][CH2:27][Li:28].[CH3:53][CH2:54][CH2:55][CH2:56][CH2:57][CH3:58].[OH2:47].[cH:1]1[c:2](-[c:11]2[n:12][cH:13][n:14]([CH2:16][O:17][CH2:18][CH2:19][Si:20]([CH3:21])([CH3:22])[CH3:23])[cH:15]2)[cH:3][cH:4][c:5]2[cH:6][cH:7][cH:8][cH:9][c:10]12>>[cH:1]1[c:2](-[c:11]2[n:12][c:13]([C:41]([CH2:40][CH2:39][CH2:38][CH2:37][CH2:36][C:31]3([CH2:29][CH3:30])[O:32][CH2:33][CH2:34][O:35]3)=[O:42])[n:14]([CH2:16][O:17][CH2:18][CH2:19][Si:20]([CH3:21])([CH3:22])[CH3:23])[cH:15]2)[cH:3][cH:4][c:5]2[cH:6][cH:7][cH:8][cH:9][c:10]12. Product: CCC1(CCCCCC(=O)c2nc(-c3ccc4ccccc4c3)cn2COCC[Si](C)(C)C)OCCO1. Reactants: CCC1(CCCCCC(=O)N(C)OC)OCCO1, C1CCOC1, [Li]CCCC, CCCCCC, O, C[Si](C)(C)CCOCn1cnc(-c2ccc3ccccc3c2)c1.